This data is from the Open Reaction Database (ORD), a public repository of structured organic reaction records. The task is: describe an organic reaction: reactants, conditions, products, and yield RXN SMILES: [Br:1][C:2]1[CH:7]=[CH:6][C:5]([CH:8]([C:20]2[CH:25]=[CH:24][CH:23]=[CH:22][C:21]=2[Cl:26])[CH2:9][C:10]([C:12]2[CH:13]=[CH:14][C:15](=[O:19])[N:16]([CH3:18])[CH:17]=2)=O)=[CH:4][CH:3]=1.Cl.[NH2:28][OH:29].C([O-])(O)=O.[Na+]>>[Br:1][C:2]1[CH:7]=[CH:6][C:5]([CH:8]([C:20]2[CH:25]=[CH:24][CH:23]=[CH:22][C:21]=2[Cl:26])[CH2:9]/[C:10](/[C:12]2[CH:13]=[CH:14][C:15](=[O:19])[N:16]([CH3:18])[CH:17]=2)=[N:28]\[OH:29])=[CH:4][CH:3]=1 |f:1.2,3.4|. The product is BrC1=CC=C(C=C1)C(C\C(=N/O)\C=1C=CC(N(C1)C)=O)C1=C(C=CC=C1)Cl (5-{3-(4-Bromo-phenyl)-3-(2-chloro-phenyl)-1-[(E)-hydroxyimino]-propyl}-1-methyl-1H-pyridin-2-one). Reported procedure: In analogy to example 151, step 3, 5-[3-(4-bromo-phenyl)-3-(2-chloro-phenyl)-propionyl]-1-methyl-1H-pyridin-2-one was reacted with hydroxylamine hydrochloride in the presence of NaHCO3 to give the title compound as a colorless foam, MS (ESI+): m/z=445.1 [M+H]+. Reactants: BrC1=CC=C(C=C1)C(CC(=O)C=1C=CC(N(C1)C)=O)C1=C(C=CC=C1)Cl (5-[3-(4-bromo-phenyl)-3-(2-chloro-phenyl)-propionyl]-1-methyl-1H-pyridin-2-one), Cl.NO (hydroxylamine hydrochloride), C(=O)(O)[O-].[Na+] (NaHCO3). The reactants are O=C([O-])[O-], CN(C)C=O, OCCOc1c(F)ccc(F)c1F, [K+], [K+], O. Yields the product Fc1ccc(F)c2c1OCCO2. Reaction SMILES: [C:14](=[O:15])([O-:16])[O-:17].[CH3:21][N:22]([CH3:23])[CH:24]=[O:25].[F:1][c:2]1[c:3]([O:4][CH2:5][CH2:6][OH:7])[c:8]([F:13])[cH:9][cH:10][c:11]1[F:12].[K+:18].[K+:19].[OH2:20]>>[c:2]12[c:3]([c:8]([F:13])[cH:9][cH:10][c:11]1[F:12])[O:4][CH2:5][CH2:6][O:7]2. The reactants are CC(O)CO, Cn1c(C(F)(F)F)cc(=O)n(-c2ccc3snc(C=O)c3c2)c1=O, Cc1ccccc1, CCOCC, O, Cc1ccc(S(=O)(=O)O)cc1. Yields the product CC1COC(c2nsc3ccc(-n4c(=O)cc(C(F)(F)F)n(C)c4=O)cc23)O1. As a reaction SMILES: [CH2:25]([CH:26]([CH3:27])[OH:28])[OH:29].[CH3:1][n:2]1[c:3](=[O:24])[n:4](-[c:13]2[cH:14][cH:15][c:16]3[c:17]([c:18]([CH:21]=[O:22])[n:19][s:20]3)[cH:23]2)[c:5](=[O:12])[cH:6][c:7]1[C:8]([F:9])([F:10])[F:11].[CH3:41][c:42]1[cH:43][cH:44][cH:45][cH:46][cH:47]1.[CH3:48][CH2:49][O:50][CH2:51][CH3:52].[OH2:53].[c:30]1([CH3:31])[cH:32][cH:33][c:34]([S:35]([OH:36])(=[O:37])=[O:38])[cH:39][cH:40]1>>[CH3:1][n:2]1[c:3](=[O:24])[n:4](-[c:13]2[cH:14][cH:15][c:16]3[c:17]([c:18]([CH:21]4[O:22][CH2:25][CH:26]([CH3:27])[O:28]4)[n:19][s:20]3)[cH:23]2)[c:5](=[O:12])[cH:6][c:7]1[C:8]([F:9])([F:10])[F:11]. The reactants are C([C@@H]1[C@H]([C@@H]([C@H]([C@H](O1)OC[C@@H]2[C@H]([C@@H](C(O2)(CO)O)O)O)O)O)O)O (isomaltulose), 5-0-α-D-glucopyranosil-D-sorbite, 3-0-β-D-glucopyranosil-D-mannite, 3-0-β-D-glucopyranosil-D-mannite, 3-0-α-D-glucopyranosil-D-mannite, 4-0-α-D-glucopyranosil-D-sorbite, C([C@@H]1[C@H]([C@@H]([C@H]([C@H](O1)O[C@H]([C@@H](CO)O)[C@@H](C(=O)CO)O)O)O)O)O (maltulose), C([C@@H]1[C@H]([C@@H]([C@H]([C@H](O1)O[C@H](CO)[C@H]([C@@H](C(=O)CO)O)O)O)O)O)O (leucrose), 3-0-α-D-glucopyranosil-D-mannite, C([C@@H]1[C@H]([C@@H]([C@H]([C@H](O1)OCC(=O)[C@H]([C@@H]([C@@H](CO)O)O)O)O)O)O)O (trehalulose), ketoses, C([C@@H]1[C@@H]([C@@H]([C@H]([C@@H](O1)O[C@@H]2[C@H](O[C@@]([C@H]2O)(CO)O)CO)O)O)O)O.O (lactulose), C([C@@H]1[C@H]([C@@H]([C@H]([C@H](O1)OCC(=O)[C@H]([C@@H]([C@@H](CO)O)O)O)O)O)O)O (trehalulose), 2-0-α-D-glocupyranosil-D-mannite, C([C@@H]1[C@@H]([C@@H]([C@H]([C@@H](O1)O[C@@H]2[C@H](O[C@@]([C@H]2O)(CO)O)CO)O)O)O)O.O (lactulose), 1-0-α-D-glocupyranosil-D-sorbite, C([C@@H]1[C@H]([C@@H]([C@H]([C@H](O1)O[C@H]([C@@H](CO)O)[C@@H](C(=O)CO)O)O)O)O)O (maltulose). The product is C([C@H]([C@H]([C@@H]([C@@H](CO)O)O)O)O)O (mannite). RXN SMILES: C(O)[C@H]1O[C@H]([O:8][CH2:9][C@H:10]2[O:14][C:13]([OH:17])([CH2:15][OH:16])[C@@H:12]([OH:18])[C@@H:11]2[OH:19])[C@H](O)[C@@H](O)[C@@H]1O.C(O)[C@H]1O[C@H](OCC([C@@H](O)[C@H](O)[C@H](O)CO)=O)[C@H](O)[C@@H](O)[C@@H]1O.C(O)[C@H]1O[C@@H](O[C@H]2[C@H](O)[C@@](O)(CO)O[C@@H]2CO)[C@H](O)[C@@H](O)[C@H]1O.O.C(O)[C@H]1O[C@H](O[C@@H]([C@H](O)C(CO)=O)[C@H](O)CO)[C@H](O)[C@@H](O)[C@@H]1O.C(O)[C@H]1O[C@H](O[C@@H]([C@@H](O)[C@H](O)C(CO)=O)CO)[C@H](O)[C@@H](O)[C@@H]1O>>[CH2:15]([OH:16])[C@@H:13]([OH:17])[C@@H:12]([OH:18])[C@H:11]([OH:19])[C@H:10]([OH:14])[CH2:9][OH:8] |f:2.3|. Procedure details: In another preferred embodiment, isomaltulose is hydrogenated. The composition of the reaction product here has a different composition than is expected from a conventional process, where about 50 wt.-% 1,1-GPM and 50 wt.-% 1,6-GPS are generated. The reaction product has a larger 1,1-GPM fraction and a smaller 1,6-GPS fraction. Advantageously, the process of the invention can also be used for hydrogenating trehalulose to 1,1-GPM and 1-0-α-D-glocupyranosil-D-sorbite (1,1-GPS), lactulose to lactit...